From a dataset of the Open Reaction Database (ORD), a public repository of structured organic reaction records. describe an organic reaction: reactants, conditions, products, and yield Reactants: CC(=O)Oc1ccc2c(CC(=O)O)cc(=O)oc2c1, ClCCCl, NCC(=O)SCc1ccccc1, C1CCOC1, CN(C)C=O, On1nnc2ccccc21. Product: CC(=O)Oc1ccc2c(CC(=O)NCC(=O)SCc3ccccc3)cc(=O)oc2c1. RXN SMILES: [C:1]([CH3:2])(=[O:3])[O:4][c:5]1[cH:6][cH:7][c:8]2[c:9]([CH2:16][C:17](=[O:18])[OH:19])[cH:10][c:11](=[O:15])[o:12][c:13]2[cH:14]1.[CH2:20]([Cl:21])[CH2:22][Cl:23].[CH2:34]([c:35]1[cH:36][cH:37][cH:38][cH:39][cH:40]1)[S:41][C:42]([CH2:43][NH2:44])=[O:45].[CH2:46]1[O:47][CH2:48][CH2:49][CH2:50]1.[O:51]=[CH:52][N:53]([CH3:54])[CH3:55].[OH:24][n:25]1[c:26]2[c:27]([cH:28][cH:29][cH:30][cH:31]2)[n:32][n:33]1>>[C:1]([CH3:2])(=[O:3])[O:4][c:5]1[cH:6][cH:7][c:8]2[c:9]([CH2:16][C:17](=[O:19])[NH:44][CH2:43][C:42]([S:41][CH2:34][c:35]3[cH:36][cH:37][cH:38][cH:39][cH:40]3)=[O:45])[cH:10][c:11](=[O:15])[o:12][c:13]2[cH:14]1. The reactants are O (water), IC (iodomethane), C([O-])([O-])=O.[K+].[K+] (potassium carbonate), C(C)(=O)C1=C(SC=C1)C(=O)O (3-Acetyl-2-thiophenecarboxylic acid). Run in CN(C=O)C (N,N-dimethylformamide). Run at time 3 hour. Product: COC(=O)C=1SC=CC1C(C)=O (3-acetyl-2-thiophenecarboxylic acid methyl ester). The yield is 94.5%. RXN SMILES: [C:1]([C:4]1[CH:8]=[CH:7][S:6][C:5]=1[C:9]([OH:11])=[O:10])(=[O:3])[CH3:2].IC.[C:14](=O)([O-])[O-].[K+].[K+].O>CN(C)C=O>[CH3:14][O:10][C:9]([C:5]1[S:6][CH:7]=[CH:8][C:4]=1[C:1](=[O:3])[CH3:2])=[O:11] |f:2.3.4|. Procedure details: 3-Acetyl-2-thiophenecarboxylic acid (3.0 g) was dissolved in N,N-dimethylformamide (50 ml), and iodomethane (4.0 ml) and potassium carbonate (6.0 g) were added. The mixture was stirred at room temperature for 3 hours, poured into water and extracted with ethyl acetate. The extract was dried over anhydrous magnesium sulfate and concentrated under reduced pressure to give 3-acetyl-2-thiophenecarboxylic acid methyl ester (3.07 g) as crystals. The reagents and catalysts are [Pd] (Pd/C). Solvent: CO (methanol). As a reaction SMILES: [C:1]([O:5][C:6]([N:8]1[CH2:13][CH2:12][N:11]([C:14]2[CH:19]=[C:18]([N+:20]([O-])=O)[CH:17]=[CH:16][C:15]=2[O:23][CH3:24])[CH2:10][CH2:9]1)=[O:7])([CH3:4])([CH3:3])[CH3:2]>CO.[Pd]>[C:1]([O:5][C:6]([N:8]1[CH2:13][CH2:12][N:11]([C:14]2[CH:19]=[C:18]([NH2:20])[CH:17]=[CH:16][C:15]=2[O:23][CH3:24])[CH2:10][CH2:9]1)=[O:7])([CH3:4])([CH3:3])[CH3:2]. Product: C(C)(C)(C)OC(=O)N1CCN(CC1)C1=C(C=CC(=C1)N)OC (4-(5-Amino-2-methoxy-phenyl)-piperazine-1-carboxylic Acid tert-butyl Ester). Procedure: 33 g of 4-(2-Methoxy-5-nitro-phenyl)-piperazine-1-carboxylic acid tert-butyl ester (97.8 mmol) were dissolved in 450 mL of methanol. 3 g of 10% Pd/C were added at room temperature under nitrogen atmosphere, and the reaction mixture was hydrogenated for 4 h. The reaction mixture was filtered over Celite, the was solvent evaporated and the remaining residue was treated with 100 mL of diisopropylether. Once crystallization started, the solvent was removed under reduced pressure and the remaining pr... Run at time 4 hour. Starting materials: C(C)(C)(C)OC(=O)N1CCN(CC1)C1=C(C=CC(=C1)[N+](=O)[O-])OC (4-(2-Methoxy-5-nitro-phenyl)-piperazine-1-carboxylic acid tert-butyl ester). Starting materials: Cl.FC1=CC=C2C(=C(NC(C2=C1)=O)C1=CC(=CC=C1)OC)OCCCN1CCCCC1 (7-fluoro-3-(3-methoxy-phenyl)-4-(3-piperidin-1-yl-propoxy)-2H-isoquinolin-1-one hydrochloride), B(Br)(Br)Br (boron tribromide), hydrochloride salt. Run in ClCCl (dichloromethane). Conditions: time 8 hour. Product: Cl.FC1=CC=C2C(=C(NC(C2=C1)=O)C1=CC(=CC=C1)O)OCCCN1CCCCC1 (7-Fluoro-3-(3-hydroxy-phenyl)-4-(3-piperidin-1-yl-propoxy)-2H-isoquinolin-1-one hydrochloride). Yield: 80.7%. Reaction SMILES: [ClH:1].[F:2][C:3]1[CH:12]=[C:11]2[C:6]([C:7]([O:22][CH2:23][CH2:24][CH2:25][N:26]3[CH2:31][CH2:30][CH2:29][CH2:28][CH2:27]3)=[C:8]([C:14]3[CH:19]=[CH:18][CH:17]=[C:16]([O:20]C)[CH:15]=3)[NH:9][C:10]2=[O:13])=[CH:5][CH:4]=1.B(Br)(Br)Br>ClCCl>[ClH:1].[F:2][C:3]1[CH:12]=[C:11]2[C:6]([C:7]([O:22][CH2:23][CH2:24][CH2:25][N:26]3[CH2:27][CH2:28][CH2:29][CH2:30][CH2:31]3)=[C:8]([C:14]3[CH:19]=[CH:18][CH:17]=[C:16]([OH:20])[CH:15]=3)[NH:9][C:10]2=[O:13])=[CH:5][CH:4]=1 |f:0.1,4.5|. Procedure: To a solution of 68 mg (0.166 mmol) of 7-fluoro-3-(3-methoxy-phenyl)-4-(3-piperidin-1-yl-propoxy)-2H-isoquinolin-1-one hydrochloride (cmpd. 43) in anhydrous dichloromethane (1 mL), boron tribromide (1M in dichloromethane) (1 mL, 1 mmol) was added and the mixture was stirred overnight at room temperature under argon atmosphere. The solvent was concentrated under reduced pressure and the crude was purified by flash chromatography (eluant: starting with dichloromethane/methanol/acetone/7N ammonia i... The reactants are C(C1=CC=CC=C1)N(C)CCC1=CC=C(C=C1)[N+](=O)[O-] (N-benzyl-N-methyl[2-(4-nitrophenyl)ethyl]amine). The reagents and catalysts are [Zn] (zinc). Run in C(C)(=O)O (acetic acid). Reaction conditions: time 30 minute. The product is C1(=CC=CC=C1)CN(CCC1=CC=C(C=C1)N)C (4-(2-((phenylmethyl)(methyl)amino)ethyl)phenylamine). The yield is 98.5%. RXN SMILES: [CH2:1]([N:8]([CH2:10][CH2:11][C:12]1[CH:17]=[CH:16][C:15]([N+:18]([O-])=O)=[CH:14][CH:13]=1)[CH3:9])[C:2]1[CH:7]=[CH:6][CH:5]=[CH:4][CH:3]=1>C(O)(=O)C.[Zn]>[C:2]1([CH2:1][N:8]([CH3:9])[CH2:10][CH2:11][C:12]2[CH:13]=[CH:14][C:15]([NH2:18])=[CH:16][CH:17]=2)[CH:3]=[CH:4][CH:5]=[CH:6][CH:7]=1. Reported procedure: To a solution of N-benzyl-N-methyl[2-(4-nitrophenyl)ethyl]amine (3.9 g, 14.4 mmol) in 85% acetic acid (250 ml) was added in one portion zinc dust (9.4 g, 144 mmol). The reaction was stirred for 30 minutes, filtered, and concentrated. The residue was dissolved in water (50 ml), the solution basified with 2.5N aqueous sodium hydroxide and the mixture extracted with several portions of methylene chloride. The combined organic layers were dried over magnesium sulfate, filtered and concentrated to yi... The reactants are C(C1=CC=CC=C1)(=O)[O-] (benzoate), C(C1=CC=CC=C1)(=O)OCC=1CS[C@H]2N(C1C(=O)O)C([C@H]2NC(C(C2=CC=CC=C2)=NOC)=O)=O (3-Benzoyloxymethyl-7β-(2-methoxyimino-2-phenylacetamido)-ceph-3-em-4-carboxylic Acid), β-lactam, P(=O)([O-])([O-])[O-] (phosphate). Run in CS(=O)C (DMSO). The product is C(C1=CC=CC=C1)(=O)OCC=1CS[C@H]2N(C1C(=O)OC(C1=CC=CC=C1)C1=CC=CC=C1)C([C@H]2NC(C(C2=CC=CC=C2)=NOC)=O)=O (Diphenylmethyl 3-Benzoyloxymethyl-7β-(2-methoxyimino-2-phenylacetamido)ceph-3-em-4-carboxylate). As a reaction SMILES: [C:1]([O:9][CH2:10][C:11]1[CH2:12][S:13][C@@H:14]2[C@H:21]([NH:22][C:23](=[O:34])[C:24](=[N:31][O:32][CH3:33])[C:25]3[CH:30]=[CH:29][CH:28]=[CH:27][CH:26]=3)[C:20](=[O:35])[N:15]2[C:16]=1[C:17]([OH:19])=[O:18])(=[O:8])[C:2]1[CH:7]=[CH:6][CH:5]=[CH:4][CH:3]=1.P([O-])([O-])([O-])=O.[C:41]([O-])(=O)[C:42]1[CH:47]=[CH:46][CH:45]=[CH:44][CH:43]=1>CS(C)=O>[C:1]([O:9][CH2:10][C:11]1[CH2:12][S:13][C@@H:14]2[C@H:21]([NH:22][C:23](=[O:34])[C:24](=[N:31][O:32][CH3:33])[C:25]3[CH:30]=[CH:29][CH:28]=[CH:27][CH:26]=3)[C:20](=[O:35])[N:15]2[C:16]=1[C:17]([O:19][CH:41]([C:2]1[CH:7]=[CH:6][CH:5]=[CH:4][CH:3]=1)[C:42]1[CH:47]=[CH:46][CH:45]=[CH:44][CH:43]=1)=[O:18])(=[O:8])[C:2]1[CH:7]=[CH:6][CH:5]=[CH:4][CH:3]=1. Procedure: 3-Benzoyloxymethyl-7β-(2-methoxyimino-2-phenylacetamido)-ceph-3-em-4-carboxylic Acid (syn-isomer) as a white powder (48%) [α]D + 46.5° (c 0.9 in DMSO) λmax. (pH 6 phosphate buffer) 232.5 (ε 22,400) and 258.5 nm (ε 21.400) λmax. (Nujol) 1780 (β-lactam), 1720 and 1265 (benzoate), 1705 (CO2H), 1675 and 1532 cm-1 (CONH) τ (DMSO-d6, 100 MHz) 0.16 (doublet, J 8 Hz; NH) 4.06 (double doublet J 5 and 8 Hz; C-7H), 4.70 (doublet; J5 Hz; C-6 H), 6.03 (singlet; NOCH3), and 6.14 and 6.44 [2 doublets (branches... The reactants are C(C)OC(=O)C=1NC2=CC(=C(C=C2C1)O)C (5-hydroxy-6-methyl-1H-indole-2-carboxylic acid ethyl ester), C(C)(C)N1CCC(CC1)O (1-isopropyl-piperidin-4-ol), C1(=CC=CC=C1)P(C1=CC=CC=C1)C1=CC=CC=C1 (triphenylphosphine), N(=NC(=O)OC(C)(C)C)C(=O)OC(C)(C)C (di-tert-butyl azodicarboxylate). Solvent: O1CCCC1 (tetrahydrofuran). Reaction conditions: temperature 0 celsius, time 18 hour. Product: C(C)OC(=O)C=1NC2=CC(=C(C=C2C1)OC1CCN(CC1)C(C)C)C (5-(1-Isopropyl-piperidin-4-yloxy)-6-methyl-1H-indole-2-carboxylic acid ethyl ester). The yield is 37.7%. As a reaction SMILES: [CH2:1]([O:3][C:4]([C:6]1[NH:7][C:8]2[C:13]([CH:14]=1)=[CH:12][C:11]([OH:15])=[C:10]([CH3:16])[CH:9]=2)=[O:5])[CH3:2].[CH:17]([N:20]1[CH2:25][CH2:24][CH:23](O)[CH2:22][CH2:21]1)([CH3:19])[CH3:18].C1(P(C2C=CC=CC=2)C2C=CC=CC=2)C=CC=CC=1.N(C(OC(C)(C)C)=O)=NC(OC(C)(C)C)=O>O1CCCC1>[CH2:1]([O:3][C:4]([C:6]1[NH:7][C:8]2[C:13]([CH:14]=1)=[CH:12][C:11]([O:15][CH:23]1[CH2:24][CH2:25][N:20]([CH:17]([CH3:19])[CH3:18])[CH2:21][CH2:22]1)=[C:10]([CH3:16])[CH:9]=2)=[O:5])[CH3:2]. Reported procedure: To a suspension of 0.125 g (0.57 mmol) 5-hydroxy-6-methyl-1H-indole-2-carboxylic acid ethyl ester in 3 mL tetrahydrofuran, 98 mg (0.68 mmol) 1-isopropyl-piperidin-4-ol and 0.18 g (0.68 mmol) triphenylphosphine were added. The reaction was cooled to 0° C., 0.16 g (0.68 mmol) di-tert-butyl azodicarboxylate were added and the cooling bath was removed. After stirring 18 h at room temperature the volatile components were evaporated and the residue was purified by flash chromatography on silica gel us... The reactants are C(C1=CC=CC=C1)OC(=O)C1=CC=C(C=C1)C#CC=1C2=C(SC1)C=CC=C2OC (3-[2-(4-Benzyloxycarbonylphenyl)ethynyl]-4-methoxybenzo[b]thiophene). Reagents/catalysts: [C].[Pd] (palladium-carbon). The solvent is O1CCCC1 (tetrahydrofuran), C(C)O (ethanol). Reaction conditions: time 14 hour. Product: C(C1=CC=CC=C1)OC(=O)C1=CC=C(C=C1)CCC=1C2=C(SC1)C=CC=C2OC (3-[2-(4-benzyloxycarbonylphenyl)ethyl]-4-methoxybenzo[b]thiophene). Yield: 74.2%. RXN SMILES: [CH2:1]([O:8][C:9]([C:11]1[CH:16]=[CH:15][C:14]([C:17]#[C:18][C:19]2[C:20]3[C:27]([O:28][CH3:29])=[CH:26][CH:25]=[CH:24][C:21]=3[S:22][CH:23]=2)=[CH:13][CH:12]=1)=[O:10])[C:2]1[CH:7]=[CH:6][CH:5]=[CH:4][CH:3]=1>O1CCCC1.C(O)C.[C].[Pd]>[CH2:1]([O:8][C:9]([C:11]1[CH:16]=[CH:15][C:14]([CH2:17][CH2:18][C:19]2[C:20]3[C:27]([O:28][CH3:29])=[CH:26][CH:25]=[CH:24][C:21]=3[S:22][CH:23]=2)=[CH:13][CH:12]=1)=[O:10])[C:2]1[CH:3]=[CH:4][CH:5]=[CH:6][CH:7]=1 |f:3.4|. Procedure: 3-[2-(4-Benzyloxycarbonylphenyl)ethynyl]-4-methoxybenzo[b]thiophene (0.2 g) was dissolved in tetrahydrofuran (3 mL)-ethanol (3 mL). To the solution was added 10% palladium-carbon powder (40 mg), and the mixture was stirred at room temperature under a hydrogen atmosphere for 14 hours. The insoluble material was removed by filtration, and the filtrate was concentrated under reduced pressure. The residue was purified by column chromatography on silica gel (eluent: n-hexane/ethyl acetate=10/1) to gi... The reactants are BrC=1SC(=C(N1)C1=CC=C(C=C1)OC)C(=O)OC (2-bromo-4-[(4-methoxy)phenyl]-5-(methoxycarbonyl)thiazole), O.[OH-].[Li+] (lithium hydroxide monohydrate), O.[OH-].[Li+] (lithium hydroxide monohydrate). The solvent is CO (methanol), O (water). Product: BrC=1SC(=C(N1)C1=CC=C(C=C1)OC)C(=O)O (2-Bromo-4-[(4-methoxy)phenyl]thiazole-5-carboxylic acid). Isolated yield 35.5%. Reaction SMILES: [Br:1][C:2]1[S:3][C:4]([C:15]([O:17]C)=[O:16])=[C:5]([C:7]2[CH:12]=[CH:11][C:10]([O:13][CH3:14])=[CH:9][CH:8]=2)[N:6]=1.O.[OH-].[Li+]>CO.O>[Br:1][C:2]1[S:3][C:4]([C:15]([OH:17])=[O:16])=[C:5]([C:7]2[CH:8]=[CH:9][C:10]([O:13][CH3:14])=[CH:11][CH:12]=2)[N:6]=1 |f:1.2.3|. Procedure: To a solution of 2-bromo-4-[(4-methoxy)phenyl]-5-(methoxycarbonyl)thiazole (6.24 g, 19.74 mmol) in 20 mL of methanol and 20 mL of water was added lithium hydroxide monohydrate (0.91 g, 21.7 mmol). The mixture was stirred at ambient temperature for 1 h, whereupon aditional lithium hydroxide monohydrate (0.91 g, 21.7 mmol) was added. After stirring an additional hour, the volatiles were removed in vacuo and the residue was quenched with 10% aq HCl. The mixture was extracted with ethyl acetate and ... Yield: 77.0%. The solvent is CC(=O)C (acetone). Reaction conditions: time 24 hour. The product is [I-].C[S+](CCCCCCCCCCCCCCCCCC)C (dimethyloctadecylsulfonium iodide). The reactants are CSCCCCCCCCCCCCCCCCCC (methyloctadecylsulfide), CI (methyl iodide). Reaction SMILES: [CH3:1][S:2][CH2:3][CH2:4][CH2:5][CH2:6][CH2:7][CH2:8][CH2:9][CH2:10][CH2:11][CH2:12][CH2:13][CH2:14][CH2:15][CH2:16][CH2:17][CH2:18][CH2:19][CH3:20].[CH3:21][I:22]>CC(C)=O>[I-:22].[CH3:1][S+:2]([CH3:21])[CH2:3][CH2:4][CH2:5][CH2:6][CH2:7][CH2:8][CH2:9][CH2:10][CH2:11][CH2:12][CH2:13][CH2:14][CH2:15][CH2:16][CH2:17][CH2:18][CH2:19][CH3:20] |f:3.4|. Reported procedure: In a flask equipped with a stirrer was charged 3.0 g of the crude methyloctadecylsulfide, 2.1 g of methyl iodide and 50 ml of acetone, and the mixture was stirred at room temperature for 24 hours. Precipitated crystals were collected by filtration under reduced pressure and recrystallized from acetone to obtain 3.4 g of the title compound. Melting point: 82.5° C.